From a dataset of the Open Reaction Database (ORD), a public repository of structured organic reaction records. describe an organic reaction: reactants, conditions, products, and yield Starting materials: C1(CCC(N1)=O)=O (succinimide), BrCCCCCCC(=O)OCC (ethyl 7-bromoheptanoate), C([O-])([O-])=O.[K+].[K+] (potassium carbonate). Run in CCOCC (ether), CN(C=O)C (dimethylformamide). Yields the product O=C1N(C(CC1)=O)CCCCCCC(=O)OCC (7-(2-oxo-5-oxopyrrolidin-1-yl)heptanoic acid, ethyl ester). Yield: 68.3%. As a reaction SMILES: [C:1]1(=[O:7])[NH:5][C:4](=[O:6])[CH2:3][CH2:2]1.Br[CH2:9][CH2:10][CH2:11][CH2:12][CH2:13][CH2:14][C:15]([O:17][CH2:18][CH3:19])=[O:16].C(=O)([O-])[O-].[K+].[K+]>CN(C)C=O.CCOCC>[O:7]=[C:1]1[CH2:2][CH2:3][C:4](=[O:6])[N:5]1[CH2:9][CH2:10][CH2:11][CH2:12][CH2:13][CH2:14][C:15]([O:17][CH2:18][CH3:19])=[O:16] |f:2.3.4|. Procedure details: A mixture of succinimide (1, 3.2 g, 31.6 mmol) and ethyl 7-bromoheptanoate (5 g, 21 mmol) in dimethylformamide (30 mL) containing potassium carbonate (3.5 g, 25 mmol) was heated at about 55° to 60° C. for twenty hours. The mixture was then diluted with ether and washed twice with water, once with saturated aqueous sodium chloride, and dried over magnesium sulfate. Removal of the solvent under reduced pressure gave the crude product which was purified by high performance liquid chromatography (HP... The reactants are FC=1C=C(C=C(C1)F)N1N=C(C(=C1)C=O)CC (1-(3,5-difluorophenyl)-3-ethyl-1H-pyrazole-4-carbaldehyde), FC=1C=C(C=C(C1)F)N1N=C(C(=C1)C=O)CC (1-(3,5-difluorophenyl)-3-ethyl-1H-pyrazole-4-carbaldehyde), C1(CCCCC1)[Mg]Br (cyclohexylmagnesium bromide). The solvent is O1CCCC1 (tetrahydrofuran). Run at time 15 minute. Yields the product C1(CCCCC1)C(O)C=1C(=NN(C1)C1=CC(=CC(=C1)F)F)CC (cyclohexyl[1-(3,5-difluorophenyl)-3-ethyl-1H-pyrazol-4-yl]methanol). RXN SMILES: [F:1][C:2]1[CH:3]=[C:4]([N:9]2[CH:13]=[C:12]([CH:14]=[O:15])[C:11]([CH2:16][CH3:17])=[N:10]2)[CH:5]=[C:6]([F:8])[CH:7]=1.[CH:18]1([Mg]Br)[CH2:23][CH2:22][CH2:21][CH2:20][CH2:19]1>O1CCCC1>[CH:18]1([CH:14]([C:12]2[C:11]([CH2:16][CH3:17])=[N:10][N:9]([C:4]3[CH:3]=[C:2]([F:1])[CH:7]=[C:6]([F:8])[CH:5]=3)[CH:13]=2)[OH:15])[CH2:23][CH2:22][CH2:21][CH2:20][CH2:19]1. Procedure details: To a solution (10 mL) of 1-(3,5-difluorophenyl)-3-ethyl-1H-pyrazole-4-carbaldehyde (1.5 g) synthesized in the above-mentioned (2) in tetrahydrofuran was added dropwise under ice-cooling cyclohexylmagnesium bromide (12.0 mL, 1M tetrahydrofuran solution). After the completion of the dropwise addition, the ice bath was removed, and the mixture was stirred at room temperature for 15 min. To the reaction mixture was added aqueous ammonium chloride solution, and the mixture was extracted with ethyl ac... The product is O(C1=CC=CC=C1)C(=O)N[C@@H](C(C)C)C(=O)NC(C)C(=O)NCC1=CC=C(C=C1)Cl (N-phenoxycarbonyl-L-valyl-N-(4-chlorobenzyl)-DL-alaninamide), powder. Conditions: time 15 hour. Reaction SMILES: CN1CCOCC1.Cl[C:9]([O:11][C:12]1[CH:17]=[CH:16][CH:15]=[CH:14][CH:13]=1)=[O:10].Cl.[NH2:19][C@H:20]([C:24]([NH:26][CH:27]([C:29]([NH:31][CH2:32][C:33]1[CH:38]=[CH:37][C:36]([Cl:39])=[CH:35][CH:34]=1)=[O:30])[CH3:28])=[O:25])[CH:21]([CH3:23])[CH3:22].O>C(Cl)Cl>[O:11]([C:9]([NH:19][C@H:20]([C:24]([NH:26][CH:27]([C:29]([NH:31][CH2:32][C:33]1[CH:34]=[CH:35][C:36]([Cl:39])=[CH:37][CH:38]=1)=[O:30])[CH3:28])=[O:25])[CH:21]([CH3:23])[CH3:22])=[O:10])[C:12]1[CH:17]=[CH:16][CH:15]=[CH:14][CH:13]=1 |f:2.3|. Run in C(Cl)Cl (methylene chloride). Reported procedure: 0.55 g of N-methyhnorpholine, and subsequently 0.43 g of phenyl chloroformate were added to a suspension containing 0.95 g of L-valyl-N-(4-chlorobenzyl)-DL-alaninamide, hydrochloride suspended in 50 ml of methylene chloride at -15° C. The mixture was allowed to sit and warm naturally to room temperature and stirred for 15 hours at room temperature. Water was subsequently added to the reaction mixture. After the methylene chloride layer was washed with water, the organic layer was dried over anhy... Isolated yield 75.0%. Reactants: Cl.N[C@@H](C(C)C)C(=O)NC(C)C(=O)NCC1=CC=C(C=C1)Cl (L-valyl-N-(4-chlorobenzyl)-DL-alaninamide, hydrochloride), CN1CCOCC1 (N-methyhnorpholine), ClC(=O)OC1=CC=CC=C1 (phenyl chloroformate), O (Water). Reactants: IC=1C=C(C=CC1)C(C=1SC2=C(N1)C=CC=C2)OC2CCN(CC2)C (2-[(3-iodophenyl)(1-methylpiperidin-4-yloxy)methyl]benzothiazole), C(C(C)C)(=O)C1C(CCCC1)=O (2-isobutyrylcyclohexanone), C([O-])([O-])=O.[Cs+].[Cs+] (cesium carbonate), C(=O)(OC(C)(C)C)NC1CNCC1 (3-(Boc-amino)pyrrolidine). Reagents/catalysts: [Cu]I (copper(I) iodide). Run in CN(C=O)C (N,N-dimethylformamide). Run at temperature 55 celsius, time 4 day. Yields the product C(C)(C)(C)OC(NC1CN(CC1)C1=CC(=CC=C1)C(OC1CCN(CC1)C)C=1SC2=C(N1)C=CC=C2)=O ((1-{3-[benzothiazol-2-yl-(1-methylpiperidin-4-yloxy)methyl]phenyl}pyrrolidin-3-yl)carbamic acid tert-butyl ester). Reaction SMILES: I[C:2]1[CH:3]=[C:4]([CH:8]([O:18][CH:19]2[CH2:24][CH2:23][N:22]([CH3:25])[CH2:21][CH2:20]2)[C:9]2[S:10][C:11]3[CH:17]=[CH:16][CH:15]=[CH:14][C:12]=3[N:13]=2)[CH:5]=[CH:6][CH:7]=1.C(C1CCCCC1=O)(=O)C(C)C.C(=O)([O-])[O-].[Cs+].[Cs+].[C:44]([NH:51][CH:52]1[CH2:56][CH2:55][NH:54][CH2:53]1)([O:46][C:47]([CH3:50])([CH3:49])[CH3:48])=[O:45]>[Cu]I.CN(C)C=O>[C:47]([O:46][C:44](=[O:45])[NH:51][CH:52]1[CH2:56][CH2:55][N:54]([C:2]2[CH:7]=[CH:6][CH:5]=[C:4]([CH:8]([C:9]3[S:10][C:11]4[CH:17]=[CH:16][CH:15]=[CH:14][C:12]=4[N:13]=3)[O:18][CH:19]3[CH2:24][CH2:23][N:22]([CH3:25])[CH2:21][CH2:20]3)[CH:3]=2)[CH2:53]1)([CH3:50])([CH3:48])[CH3:49] |f:2.3.4|. Reported procedure: A screw-capped tube is charged with 2-[(3-iodophenyl)(1-methylpiperidin-4-yloxy)methyl]benzothiazole (example 41, 200 mg), copper(I) iodide (7 mg), 2-isobutyrylcyclohexanone (25 mg), cesium carbonate (280 mg), 3-(Boc-amino)pyrrolidine (160 mg) and anhydrous N,N-dimethylformamide (1 mL). The tube is evacuated, filled with argon and sealed. After stirring at 55° C. for 4 days, the mixture is diluted with ethyl acetate, water and ammonia. After decantation, the aqueous phase is extracted with ethyl... Starting materials: SC=1SC2=C(N1)C=CC=C2 (2-mercaptobenzothiazole), S(O)(O)(=O)=O (sulfuric acid), C1(\C=C/C(=O)O1)=O (maleic anhydride), O (water). Conditions: time 1 hour. Yields the product S1C(=NC2=C1C=CC=C2)C(C(=S)O)CC(=O)O (benzothiazol-2-ylthiosuccinic acid). Isolated yield 87.0%. As a reaction SMILES: S[C:2]1[S:3][C:4]2[CH:10]=[CH:9][CH:8]=[CH:7][C:5]=2[N:6]=1.[C:11]1(=[O:17])[O:16][C:14](=[O:15])[CH:13]=[CH:12]1.O.[S:19](=O)(=O)(O)O>>[S:3]1[C:4]2[CH:10]=[CH:9][CH:8]=[CH:7][C:5]=2[N:6]=[C:2]1[CH:12]([CH2:13][C:14]([OH:16])=[O:15])[C:11]([OH:17])=[S:19]. Procedure details: 16.8 g of finely powdered 2-mercaptobenzothiazole are suspended in 40 ml of 70% sulfuric acid, and 10.2 g of powdered maleic anhydride are added at 48°-51° in the course of 1 hour, with stirring. After a further hour at 50°, the reaction mixture is cooled to room temperature and is diluted by dropwise addition of 250 ml of water at 25°-35°. After 1 hour, the precipitated product is filtered off and dissolved in dilute sodium hydroxide solution. The solution is filtered and the filtrate is acidif... The reactants are C(C1=CC=CC=C1)(=O)N1C[C@H]([C@@H](C1)OCCOS(=O)(=O)C1=CC=C(C)C=C1)Br (trans-1-benzoyl-3-bromo-4-(2-tosyloxyethoxy)-pyrrolidine), C(C1=CC=CC=C1)N (benzylamine), C(C1=CC=CC=C1)N (benzylamine). Solvent: C=1(C(=CC=CC1)C)C (xylene). Yields the product C(C1=CC=CC=C1)(=O)N1C[C@@H]2N(CCO[C@@H]2C1)CC1=CC=CC=C1 (Cis-8-benzoyl-5-benzyl-2-oxa-5,8-diazabicyclo[4.3.0]-nonane). Reaction SMILES: [C:1]([N:9]1[CH2:13][C@@H:12]([O:14][CH2:15][CH2:16]OS(C2C=CC(C)=CC=2)(=O)=O)[C@H:11](Br)[CH2:10]1)(=[O:8])[C:2]1[CH:7]=[CH:6][CH:5]=[CH:4][CH:3]=1.[CH2:29]([NH2:36])[C:30]1[CH:35]=[CH:34][CH:33]=[CH:32][CH:31]=1>C1(C)C(C)=CC=CC=1>[C:1]([N:9]1[CH2:13][C@@H:12]2[C@@H:11]([N:36]([CH2:29][C:30]3[CH:35]=[CH:34][CH:33]=[CH:32][CH:31]=3)[CH2:16][CH2:15][O:14]2)[CH2:10]1)(=[O:8])[C:2]1[CH:3]=[CH:4][CH:5]=[CH:6][CH:7]=1. Reported procedure: 124 g (0.265 mol) of trans-1-benzoyl-3-bromo-4-(2-tosyloxyethoxy)-pyrrolidine are re-fluxed overnight with 86 g (0.8 mol) of benzylamine in 1.5 l of xylene. The benzylamine salts are suctioned off and the filtrate concentrated.